From a dataset of the Open Reaction Database (ORD), a public repository of structured organic reaction records. describe an organic reaction: reactants, conditions, products, and yield Yields the product CCc1ccc(C(=O)NCC2C3CC3CN2C(=O)c2nc(C)sc2-c2cccc(C)c2)cc1. Reactants: CCc1ccc(C(=O)O)cc1, Cc1cccc(-c2sc(C)nc2C(=O)N2CC3CC3C2CN)c1. Reaction SMILES: [CH2:24]([CH3:25])[c:26]1[cH:27][cH:28][c:29]([C:30](=[O:31])[OH:32])[cH:33][cH:34]1.[NH2:1][CH2:2][CH:3]1[CH:4]2[CH2:5][CH:6]2[CH2:7][N:8]1[C:9](=[O:10])[c:11]1[n:12][c:13]([CH3:23])[s:14][c:15]1-[c:16]1[cH:17][c:18]([CH3:22])[cH:19][cH:20][cH:21]1>>[NH:1]([CH2:2][CH:3]1[CH:4]2[CH2:5][CH:6]2[CH2:7][N:8]1[C:9](=[O:10])[c:11]1[n:12][c:13]([CH3:23])[s:14][c:15]1-[c:16]1[cH:17][c:18]([CH3:22])[cH:19][cH:20][cH:21]1)[C:30]([c:29]1[cH:28][cH:27][c:26]([CH2:24][CH3:25])[cH:34][cH:33]1)=[O:31]. Starting materials: C1CCOC1, CC(=O)O, CCOC(C)=O, COC(=O)c1cccc(C=O)c1, CC(C)(C)OC(=O)NC(Cc1ccccc1)C(O)CN. Yields the product COC(=O)c1cccc(CNCC(O)C(Cc2ccccc2)NC(=O)OC(C)(C)C)c1. As a reaction SMILES: [CH2:37]1[O:38][CH2:39][CH2:40][CH2:41]1.[CH3:33][C:34](=[O:35])[OH:36].[CH3:42][CH2:43][O:44][C:45]([CH3:46])=[O:47].[CH:21](=[O:22])[c:23]1[cH:24][c:25]([C:26](=[O:27])[O:28][CH3:29])[cH:30][cH:31][cH:32]1.[NH2:1][CH2:2][CH:3]([CH:4]([CH2:5][c:6]1[cH:7][cH:8][cH:9][cH:10][cH:11]1)[NH:12][C:13]([O:14][C:15]([CH3:16])([CH3:17])[CH3:18])=[O:19])[OH:20]>>[NH:1]([CH2:2][CH:3]([CH:4]([CH2:5][c:6]1[cH:7][cH:8][cH:9][cH:10][cH:11]1)[NH:12][C:13]([O:14][C:15]([CH3:16])([CH3:17])[CH3:18])=[O:19])[OH:20])[CH2:21][c:23]1[cH:24][c:25]([C:26](=[O:27])[O:28][CH3:29])[cH:30][cH:31][cH:32]1. The reactants are NCC(=O)N(C1=CC(=CC=C1)C(F)(F)F)CC(=O)OC(C)(C)C (tert-butyl 2-[2-amino-N-(3-trifluoromethylphenyl)acetamido]acetate), CC=1C=C(C=CC1)N=C=O (3-methylphenyl isocyanate). Product: CC=1C=C(C=CC1)NC(NCC(=O)N(C1=CC(=CC=C1)C(F)(F)F)CC(=O)OC(C)(C)C)=O (tert-butyl 2-{2-[3-(3-methylphenyl)ureido]-N-(3-trifluoromethylphenyl)acetamido}acetate). Yield: 22.7%. Reaction SMILES: [NH2:1][CH2:2][C:3]([N:5]([CH2:16][C:17]([O:19][C:20]([CH3:23])([CH3:22])[CH3:21])=[O:18])[C:6]1[CH:11]=[CH:10][CH:9]=[C:8]([C:12]([F:15])([F:14])[F:13])[CH:7]=1)=[O:4].[CH3:24][C:25]1[CH:26]=[C:27]([N:31]=[C:32]=[O:33])[CH:28]=[CH:29][CH:30]=1>>[CH3:24][C:25]1[CH:26]=[C:27]([NH:31][C:32](=[O:33])[NH:1][CH2:2][C:3]([N:5]([CH2:16][C:17]([O:19][C:20]([CH3:23])([CH3:22])[CH3:21])=[O:18])[C:6]2[CH:11]=[CH:10][CH:9]=[C:8]([C:12]([F:15])([F:14])[F:13])[CH:7]=2)=[O:4])[CH:28]=[CH:29][CH:30]=1. Procedure details: Using a procedure similar to that described in Example 1, but starting with tert-butyl 2-[2-amino-N-(3-trifluoromethylphenyl)acetamido]acetate (4.9 g) and 3-methylphenyl isocyanate (2 g), and after recrystallisation in diisopropyl ether, tert-butyl 2-{2-[3-(3-methylphenyl)ureido]-N-(3-trifluoromethylphenyl)acetamido}acetate (1.56 g), m.p. 140° C., is obtained. The reactants are ClCC(=O)NC1=C(C=C(C=C1)S(N)(=O)=O)Br (2-Chloro-N-(2-bromo-4-sulphamoylphenyl)-acetamide), NC1=CC=CC=C1 (aniline). Product: C1(=CC=CC=C1)NCC(=O)NC1=C(C=C(C=C1)S(N)(=O)=O)Br (2-Phenylamino-N-(2-bromo-4-sulphamoylphenyl)-acetamide). Yield: 80.6%. As a reaction SMILES: Cl[CH2:2][C:3]([NH:5][C:6]1[CH:11]=[CH:10][C:9]([S:12](=[O:15])(=[O:14])[NH2:13])=[CH:8][C:7]=1[Br:16])=[O:4].[NH2:17][C:18]1[CH:23]=[CH:22][CH:21]=[CH:20][CH:19]=1>>[C:18]1([NH:17][CH2:2][C:3]([NH:5][C:6]2[CH:11]=[CH:10][C:9]([S:12](=[O:15])(=[O:14])[NH2:13])=[CH:8][C:7]=2[Br:16])=[O:4])[CH:23]=[CH:22][CH:21]=[CH:20][CH:19]=1. Reported procedure: 2-Chloro-N-(2-bromo-4-sulphamoylphenyl)-acetamide (16.4g) and aniline (9.0 g) were heated together for 60 min. on a water bath at 90° the product was worked up as in Example 1(b) to yield 15,5 g beige crystals m.p.: 179°-181°. Starting materials: Cl, [Li+], C1CCOC1, [OH-], O, CCOC(=O)CCCCC(=NOCc1ccc(OCc2nc(-c3ccco3)oc2C)cc1)c1ccccc1. The product is Cc1oc(-c2ccco2)nc1COc1ccc(CON=C(CCCCC(=O)O)c2ccccc2)cc1. As a reaction SMILES: [ClH:42].[Li+:3].[O:43]1[CH2:44][CH2:45][CH2:46][CH2:47]1.[OH-:2].[OH2:1].[o:4]1[c:5](-[c:9]2[o:10][c:11]([CH3:41])[c:12]([CH2:14][O:15][c:16]3[cH:17][cH:18][c:19]([CH2:20][O:21][N:22]=[C:23]([CH2:24][CH2:25][CH2:26][CH2:27][C:28](=[O:29])[O:30][CH2:31][CH3:32])[c:33]4[cH:34][cH:35][cH:36][cH:37][cH:38]4)[cH:39][cH:40]3)[n:13]2)[cH:6][cH:7][cH:8]1>>[o:4]1[c:5](-[c:9]2[o:10][c:11]([CH3:41])[c:12]([CH2:14][O:15][c:16]3[cH:17][cH:18][c:19]([CH2:20][O:21][N:22]=[C:23]([CH2:24][CH2:25][CH2:26][CH2:27][C:28](=[O:29])[OH:30])[c:33]4[cH:34][cH:35][cH:36][cH:37][cH:38]4)[cH:39][cH:40]3)[n:13]2)[cH:6][cH:7][cH:8]1. The reactants are [Si](C)(C)(C(C)(C)C)OC[C@H](CCC(=O)N1CCN(CC1)C(=O)OC(C)(C)C)N(C(=O)NCC1=C(C(=CC=C1)F)Cl)C ((S)-tert-butyl 4-(5-(tert-butyldimethylsilyloxy)-4-(3-(2-chloro-3-fluorobenzyl)-1-methylureido)pentanoyl)piperazine-1-carboxylate), CCCC[N+](CCCC)(CCCC)CCCC.[F-] (TBAF). The solvent is C1CCOC1 (THF). Reaction conditions: time 1 hour. Yields the product ClC1=C(CNC(N(C)[C@@H](CCC(=O)N2CCN(CC2)C(=O)OC(C)(C)C)CO)=O)C=CC=C1F ((S)-tert-butyl 4-(4-(3-(2-chloro-3-fluorobenzyl)-1-methylureido)-5-hydroxypentanoyl)piperazine-1-carboxylate). Yield: 105.9%. RXN SMILES: [Si]([O:8][CH2:9][C@@H:10]([N:28]([CH3:41])[C:29]([NH:31][CH2:32][C:33]1[CH:38]=[CH:37][CH:36]=[C:35]([F:39])[C:34]=1[Cl:40])=[O:30])[CH2:11][CH2:12][C:13]([N:15]1[CH2:20][CH2:19][N:18]([C:21]([O:23][C:24]([CH3:27])([CH3:26])[CH3:25])=[O:22])[CH2:17][CH2:16]1)=[O:14])(C(C)(C)C)(C)C.CCCC[N+](CCCC)(CCCC)CCCC.[F-]>C1COCC1>[Cl:40][C:34]1[C:35]([F:39])=[CH:36][CH:37]=[CH:38][C:33]=1[CH2:32][NH:31][C:29](=[O:30])[N:28]([C@H:10]([CH2:9][OH:8])[CH2:11][CH2:12][C:13]([N:15]1[CH2:20][CH2:19][N:18]([C:21]([O:23][C:24]([CH3:25])([CH3:26])[CH3:27])=[O:22])[CH2:17][CH2:16]1)=[O:14])[CH3:41] |f:1.2|. Procedure details: To a solution of (S)-tert-butyl 4-(5-(tert-butyldimethylsilyloxy)-4-(3-(2-chloro-3-fluorobenzyl)-1-methylureido)pentanoyl)piperazine-1-carboxylate (14 g, 22.8 mmol) in THF (70 mL) was added TBAF (1M, 34.2 mL, 34.2 mmol). The reaction mixture was stirred at RT for 1 h and concentrated. The residue was dissolved in EtOAc (500 mL). The organic mixture was washed with 2% citric acid, NaOH (0.2 N), and brine, dried over Na2SO4, filtered, and concentrated to give (S)-tert-butyl 4-(4-(3-(2-chloro-3-flu... The reactants are [N+](=O)([O-])C=1C=C2C=CNC2=CC1 (5-nitro-1H-indole), OCN1C(CC(C1)CCC)=O (1-(hydroxymethyl)-4-propylpyrrolidin-2-one), acid. The solvent is C1(=CC=CC=C1)C (toluene). Product: [N+](=O)([O-])C=1C=C2C(=CNC2=CC1)CN1C(CC(C1)CCC)=O (1-[(5-nitro-1H-indol-3-yl)methyl]-4-propylpyrrolidin-2-one). Yield: 44.0%. As a reaction SMILES: [N+:1]([C:4]1[CH:5]=[C:6]2[C:10](=[CH:11][CH:12]=1)[NH:9][CH:8]=[CH:7]2)([O-:3])=[O:2].O[CH2:14][N:15]1[CH2:19][CH:18]([CH2:20][CH2:21][CH3:22])[CH2:17][C:16]1=[O:23]>C1(C)C=CC=CC=1>[N+:1]([C:4]1[CH:5]=[C:6]2[C:10](=[CH:11][CH:12]=1)[NH:9][CH:8]=[C:7]2[CH2:14][N:15]1[CH2:19][CH:18]([CH2:20][CH2:21][CH3:22])[CH2:17][C:16]1=[O:23])([O-:3])=[O:2]. Procedure: A solution of 5-nitro-1H-indole x3 (100 mg, 1 eq, 0.62 mmol), 1-(hydroxymethyl)-4-propylpyrrolidin-2-one x2 (108.27 mg, 1 eq, 0.62 mmol), paratoluenesulfonic acid (11 mg, 0.1 eq, 0.062 mmol) in 5 ml of toluene is refluxed for 4 hours. After cooling to room temperature, the solvent is removed under reduced pressure and the crude product is purified by preparative chromatography on reverse phase (gradient: H2O/CH3CN/TFA: 95/5/0.1 (v/v/v) to 5/95/0.1 (v/v/v)) affording 1-[(5-nitro-1H-indol-3-yl)met... The reactants are N(=[N+]=[N-])CC1=NN(C(=C1)C(C)(C)C)C1=CC=C(C=C1)S(=O)(=O)C (3-Azidomethyl-5-tert-butyl-1-(4-methanesulfonyl-phenyl)-1H-pyrazole). Reagents/catalysts: [Pd] (palladium on carbon). The solvent is CCOC(=O)C (EtOAc). Run at time 2 hour. Yields the product C(C)(C)(C)C1=CC(=NN1C1=CC=C(C=C1)S(=O)(=O)C)CN (C-[5-tert-Butyl-1-(4-methanesulfonyl-phenyl)-1H-pyrazol-3-yl]-methylamine). RXN SMILES: [N:1]([CH2:4][C:5]1[CH:9]=[C:8]([C:10]([CH3:13])([CH3:12])[CH3:11])[N:7]([C:14]2[CH:19]=[CH:18][C:17]([S:20]([CH3:23])(=[O:22])=[O:21])=[CH:16][CH:15]=2)[N:6]=1)=[N+]=[N-]>CCOC(C)=O.[Pd]>[C:10]([C:8]1[N:7]([C:14]2[CH:19]=[CH:18][C:17]([S:20]([CH3:23])(=[O:21])=[O:22])=[CH:16][CH:15]=2)[N:6]=[C:5]([CH2:4][NH2:1])[CH:9]=1)([CH3:13])([CH3:11])[CH3:12]. Reported procedure: To a solution of 9h (0.4 g, 1.2 mmol) in EtOAc was added 10% palladium on carbon. The solution was filled with H2 and the reaction mixture was stirred for 2 hours. After the solution was filtered through Celite, the filtrate was concentrated in vacuo. Purification by recrystallization with DCM/hexanes gave the title compound 10h, 0.35 g (95%) as a white solid. mp 137.5-145.1° C. 1H NMR (300 MHz, DMSO-d6): δ 8.05 (d, J=8 Hz, 2H), 7.67 (d, J=8 Hz, 2H), 6.27 (s, 1H), 3.62 (s, 2H), 3.32 (s, 3H), 2.0...